This data is from the Open Reaction Database (ORD), a public repository of structured organic reaction records. The task is: describe an organic reaction: reactants, conditions, products, and yield The reactants are [BH4-], CCO, O=CCCCOc1cccc(CN2CCCCC2)c1, Nc1n[nH]c(N)n1, [Na+]. As a reaction SMILES: [BH4-:27].[CH3:29][CH2:30][OH:31].[N:1]1([CH2:7][c:8]2[cH:9][c:10]([O:11][CH2:12][CH2:13][CH2:14][CH:15]=[O:16])[cH:17][cH:18][cH:19]2)[CH2:2][CH2:3][CH2:4][CH2:5][CH2:6]1.[NH2:20][c:21]1[n:22][nH:23][c:24]([NH2:26])[n:25]1.[Na+:28]>>[N:1]1([CH2:7][c:8]2[cH:9][c:10]([O:11][CH2:12][CH2:13][CH2:14][CH2:15][NH:26][c:24]3[nH:23][n:22][c:21]([NH2:20])[n:25]3)[cH:17][cH:18][cH:19]2)[CH2:2][CH2:3][CH2:4][CH2:5][CH2:6]1. The product is Nc1n[nH]c(NCCCCOc2cccc(CN3CCCCC3)c2)n1. Starting materials: Cc1nc2c(cc1Br)CC1CN(C(=O)OC(C)(C)C)CC(C)N21, [Li]C(C)(C)C, CCSSCC, CCOCC. Yields the product CCSc1cc2c(nc1C)N1C(C)CN(C(=O)OC(C)(C)C)CC1C2. RXN SMILES: [C:1]([CH3:2])([CH3:3])([CH3:4])[O:5][C:6](=[O:7])[N:8]1[CH2:9][CH:10]2[CH2:11][c:12]3[cH:13][c:14]([Br:23])[c:15]([CH3:22])[n:16][c:17]3[N:18]2[CH:19]([CH3:21])[CH2:20]1.[C:24]([Li:25])([CH3:26])([CH3:27])[CH3:28].[CH2:29]([CH3:30])[S:31][S:32][CH2:33][CH3:34].[CH3:35][CH2:36][O:37][CH2:38][CH3:39]>>[C:1]([CH3:2])([CH3:3])([CH3:4])[O:5][C:6](=[O:7])[N:8]1[CH2:9][CH:10]2[CH2:11][c:12]3[cH:13][c:14]([S:31][CH2:29][CH3:30])[c:15]([CH3:22])[n:16][c:17]3[N:18]2[CH:19]([CH3:21])[CH2:20]1. The reactants are COC=1C=C2C(=CNC2=CC1)CC#N ((5-methoxy-1H-indol-3-yl)-acetonitrile), COC=1C=C(C=O)C=C(C1OCOCCOC)OC (3,5-dimethoxy-4-(2-methoxy-ethoxymethoxy)-benzaldehyde), [H-].[Na+] (NaH). The solvent is CS(=O)C (DMSO), COC(C)(C)C (tert-butyl methyl ether), [Cl-].[Na+].O (brine), CS(=O)C (DMSO). Reaction conditions: time 3 hour. The product is COC=1C=C(C=C(C1OCOCCOC)OC)\C=C(/C#N)\C1=CNC2=CC=C(C=C12)OC ((Z)-3-[3,5-dimethoxy-4-(2-methoxy-ethoxymethoxy)-phenyl]-2-(5-methoxy-1H-indol-3-yl)-acrylonitrile). Isolated yield 15.2%. Reaction SMILES: [H-].[Na+].[CH3:3][O:4][C:5]1[CH:6]=[C:7]2[C:11](=[CH:12][CH:13]=1)[NH:10][CH:9]=[C:8]2[CH2:14][C:15]#[N:16].[CH3:17][O:18][C:19]1[CH:20]=[C:21]([CH:24]=[C:25]([O:34][CH3:35])[C:26]=1[O:27][CH2:28][O:29][CH2:30][CH2:31][O:32][CH3:33])[CH:22]=O>CS(C)=O.COC(C)(C)C.[Cl-].[Na+].O>[CH3:35][O:34][C:25]1[CH:24]=[C:21](/[CH:22]=[C:14](/[C:8]2[C:7]3[C:11](=[CH:12][CH:13]=[C:5]([O:4][CH3:3])[CH:6]=3)[NH:10][CH:9]=2)\[C:15]#[N:16])[CH:20]=[C:19]([O:18][CH3:17])[C:26]=1[O:27][CH2:28][O:29][CH2:30][CH2:31][O:32][CH3:33] |f:0.1,6.7.8|. Reported procedure: To a suspension of NaH (60 mg, 80%, 2.5 mmol, 1.7 eq.) in DMSO (5 mL) was added, under an argon atmosphere, a solution of (5-methoxy-1H-indol-3-yl)-acetonitrile (331 mg, 1.8 mmol, 1.2 eq.) and 3,5-dimethoxy-4-(2-methoxy-ethoxymethoxy)-benzaldehyde (400 mg, 1.5 mmol, 1.0 eq.) in a mixture of DMSO (7 mL) and tert-butyl methyl ether (7 mL). The reaction apparatus was protected from light and the mixture was stirred at ambient temperature for 3 hours, and then treated with brine (10 mL). The mixture... The reactants are CCN(CC)CCCO, ClCCl, O=S(Cl)Cl. The product is CCN(CC)CCCCl. RXN SMILES: [CH2:1]([CH3:2])[N:3]([CH2:4][CH2:5][CH2:6][OH:7])[CH2:8][CH3:9].[Cl:14][CH2:15][Cl:16].[S:10]([Cl:11])([Cl:12])=[O:13]>>[CH2:1]([CH3:2])[N:3]([CH2:4][CH2:5][CH2:6][Cl:12])[CH2:8][CH3:9]. Starting materials: CC(C)(C)OC(=O)N1CCC(N)CC1, O=C([O-])[O-], CS(=O)(=O)c1ccc2c(c1)CCN2c1cc(Cl)ncn1, [K+], [K+]. Yields the product CC(C)(C)OC(=O)N1CCC(Nc2cc(N3CCc4cc(S(C)(=O)=O)ccc43)ncn2)CC1. RXN SMILES: [C:21]([CH3:22])([CH3:23])([CH3:24])[O:25][C:26](=[O:27])[N:28]1[CH2:29][CH2:30][CH:31]([NH2:34])[CH2:32][CH2:33]1.[C:35](=[O:36])([O-:37])[O-:38].[Cl:1][c:2]1[cH:3][c:4]([N:8]2[CH2:9][CH2:10][c:11]3[cH:12][c:13]([S:17](=[O:18])(=[O:19])[CH3:20])[cH:14][cH:15][c:16]32)[n:5][cH:6][n:7]1.[K+:39].[K+:40]>>[c:2]1([NH:34][CH:31]2[CH2:30][CH2:29][N:28]([C:26]([O:25][C:21]([CH3:22])([CH3:23])[CH3:24])=[O:27])[CH2:33][CH2:32]2)[cH:3][c:4]([N:8]2[CH2:9][CH2:10][c:11]3[cH:12][c:13]([S:17](=[O:18])(=[O:19])[CH3:20])[cH:14][cH:15][c:16]32)[n:5][cH:6][n:7]1. Starting materials: Cl, Cl, COc1cc2c(c(Cl)c1Cl)C(=O)C(c1ccccc1)C2, c1ccncc1. Product: O=C1c2c(cc(O)c(Cl)c2Cl)CC1c1ccccc1. As a reaction SMILES: [ClH:21].[ClH:28].[c:1]1([CH:7]2[C:8](=[O:20])[c:9]3[c:10]([Cl:19])[c:11]([Cl:18])[c:12]([O:16][CH3:17])[cH:13][c:14]3[CH2:15]2)[cH:2][cH:3][cH:4][cH:5][cH:6]1.[n:22]1[cH:23][cH:24][cH:25][cH:26][cH:27]1>>[c:1]1([CH:7]2[C:8](=[O:20])[c:9]3[c:10]([Cl:19])[c:11]([Cl:18])[c:12]([OH:16])[cH:13][c:14]3[CH2:15]2)[cH:2][cH:3][cH:4][cH:5][cH:6]1. The reactants are Nc1cccc(-c2c(Cc3ccccc3)cnc3c(C(F)(F)F)cccc23)c1, O=C=Nc1ccccc1F. The product is O=C(Nc1cccc(-c2c(Cc3ccccc3)cnc3c(C(F)(F)F)cccc23)c1)Nc1ccccc1F. As a reaction SMILES: [CH2:1]([c:2]1[cH:3][cH:4][cH:5][cH:6][cH:7]1)[c:8]1[cH:9][n:10][c:11]2[c:12]([C:25]([F:26])([F:27])[F:28])[cH:13][cH:14][cH:15][c:16]2[c:17]1-[c:18]1[cH:19][c:20]([NH2:24])[cH:21][cH:22][cH:23]1.[F:29][c:30]1[c:31]([N:36]=[C:37]=[O:38])[cH:32][cH:33][cH:34][cH:35]1>>[CH2:1]([c:2]1[cH:3][cH:4][cH:5][cH:6][cH:7]1)[c:8]1[cH:9][n:10][c:11]2[c:12]([C:25]([F:26])([F:27])[F:28])[cH:13][cH:14][cH:15][c:16]2[c:17]1-[c:18]1[cH:19][c:20]([NH:24][C:37]([NH:36][c:31]2[c:30]([F:29])[cH:35][cH:34][cH:33][cH:32]2)=[O:38])[cH:21][cH:22][cH:23]1. The reactants are CC1=C2C=NNC2=C(C=C1)[N+](=O)[O-] (4-methyl-7-nitro-1H-indazole), C(C)(C)(C)OC(N(C)C)N(C)C (tertbutoxybis(dimethylamino)methane), C(C)(C)OC(C)C (diisopropyl ether). Product: CN(C=CC1=C2C=NNC2=C(C=C1)[N+](=O)[O-])C (N,N-dimethyl-N-[2-(7-nitro-1H-indazol-4-yl)ethenyl]amine). Yield: 94.8%. Reaction SMILES: [CH3:1][C:2]1[CH:10]=[CH:9][C:8]([N+:11]([O-:13])=[O:12])=[C:7]2[C:3]=1[CH:4]=[N:5][NH:6]2.C(O[CH:19](N(C)C)[N:20]([CH3:22])[CH3:21])(C)(C)C.C(OC(C)C)(C)C>>[CH3:19][N:20]([CH3:22])[CH:21]=[CH:1][C:2]1[CH:10]=[CH:9][C:8]([N+:11]([O-:13])=[O:12])=[C:7]2[C:3]=1[CH:4]=[N:5][NH:6]2. Procedure details: 17.7 g of 4-methyl-7-nitro-1H-indazole [Chem. Ber. 37: 2556 (1904)] and 68.0 g of tertbutoxybis(dimethylamino)methane are heated to 80° C. for 45 minutes, combined with diisopropyl ether, suctioned off, and washed with diisopropyl ether, thus producing 22.0 g of N,N-dimethyl-N-[2-(7-nitro-1H-indazol-4-yl)ethenyl]amine, mp 255° C.